From a dataset of the Open Reaction Database (ORD), a public repository of structured organic reaction records. describe an organic reaction: reactants, conditions, products, and yield The reactants are C(C(=C)C)(=O)O (methacrylic acid), C(C=C)OCCO (ethylene glycol monoallyl ether), C(=O)(O)[O-].[Na+] (NaHCO3), C(C(=C)C)(=O)O (methacrylic acid), C(C=C)OCCO (ethylene glycol monoallyl ether). Reagents/catalysts: C1(=CC=C(C=C1)S(=O)(=O)O)C (p-toluenesulfonic acid), C1(=CC=C(C=C1)S(=O)(=O)O)C (p-toluenesulfonic acid), C1(=CC=C(C=C1)S(=O)(=O)O)C (p-toluenesulfonic acid). The solvent is C1(=CC=CC=C1)C (toluene). Conditions: time 5 hour. Product: C(C(=C)C)(=O)OCCOCC=C (2-allyloxyethyl methacrylate). Isolated yield 72.5%. Reaction SMILES: [C:1]([OH:6])(=[O:5])[C:2]([CH3:4])=[CH2:3].[CH2:7]([O:10][CH2:11][CH2:12]O)[CH:8]=[CH2:9].C([O-])(O)=O.[Na+]>C1(C)C=CC(S(O)(=O)=O)=CC=1.C1(C)C=CC=CC=1>[C:1]([O:6][CH2:12][CH2:11][O:10][CH2:7][CH:8]=[CH2:9])(=[O:5])[C:2]([CH3:4])=[CH2:3] |f:2.3|. Reported procedure: A three-necked flask equipped with stirrer, thermometer, reflux condenser and Dean-Stark trap is charged with methacrylic acid (137.7 g, 1.6 mol), ethylene glycol monoallyl ether (80.7 g, 0.8 mol), p-toluenesulfonic acid (0.76 g, 4.0 mmol) and toluene (650 mL). After allowing the reaction to proceed at 120° C. for 5 hours, 0.12 g of p-toluenesulfonic acid is added, and the reaction is further allowed to proceed at the same temperature for 6 hours. Then, 0.1 g of p-toluenesulfonic acid is added, ... Starting materials: O=C([O-])[O-], CC1NC(=O)C(C)(C)C1=O, [Cs+], [Cs+], N#Cc1ccc(I)cc1C(F)(F)F, O=C(C=Cc1ccccc1)C=Cc1ccccc1, O=C(C=Cc1ccccc1)C=Cc1ccccc1, O=C(C=Cc1ccccc1)C=Cc1ccccc1, [Pd], [Pd], CC1(C)c2cccc(P(c3ccccc3)c3ccccc3)c2Oc2c(P(c3ccccc3)c3ccccc3)cccc21. The product is CC1C(=O)C(C)(C)C(=O)N1c1ccc(C#N)c(C(F)(F)F)c1. Reaction SMILES: [C:24](=[O:25])([O-:26])[O-:27].[CH3:14][C:15]1([CH3:23])[C:16](=[O:22])[NH:17][CH:18]([CH3:21])[C:19]1=[O:20].[Cs+:28].[Cs+:29].[I:1][c:2]1[cH:3][c:4]([C:10]([F:11])([F:12])[F:13])[c:5]([C:6]#[N:7])[cH:8][cH:9]1.[O:110]=[C:111]([CH:112]=[CH:113][c:114]1[cH:115][cH:116][cH:117][cH:118][cH:119]1)[CH:120]=[CH:121][c:122]1[cH:123][cH:124][cH:125][cH:126][cH:127]1.[O:74]=[C:75]([CH:76]=[CH:77][c:78]1[cH:79][cH:80][cH:81][cH:82][cH:83]1)[CH:84]=[CH:85][c:86]1[cH:87][cH:88][cH:89][cH:90][cH:91]1.[O:92]=[C:93]([CH:94]=[CH:95][c:96]1[cH:97][cH:98][cH:99][cH:100][cH:101]1)[CH:102]=[CH:103][c:104]1[cH:105][cH:106][cH:107][cH:108][cH:109]1.[Pd:72].[Pd:73].[c:30]1([P:31]([c:32]2[cH:33][cH:34][cH:35][cH:36][cH:37]2)[c:38]2[c:39]3[c:63]([cH:64][cH:65][cH:66]2)[C:60]([CH3:61])([CH3:62])[c:42]2[c:41]([c:46]([P:47]([c:48]4[cH:49][cH:50][cH:51][cH:52][cH:53]4)[c:54]4[cH:55][cH:56][cH:57][cH:58][cH:59]4)[cH:45][cH:44][cH:43]2)[O:40]3)[cH:67][cH:68][cH:69][cH:70][cH:71]1>>[c:2]1([N:17]2[C:16](=[O:22])[C:15]([CH3:14])([CH3:23])[C:19](=[O:20])[CH:18]2[CH3:21])[cH:3][c:4]([C:10]([F:11])([F:12])[F:13])[c:5]([C:6]#[N:7])[cH:8][cH:9]1.